From a dataset of the Open Reaction Database (ORD), a public repository of structured organic reaction records. describe an organic reaction: reactants, conditions, products, and yield Reactants: FC1=C(C=CC=C1)[C@H](C)NC=1SC(C(N1)=O)(C)C1=CC=C(C#N)C=C1 (4-(2-((S)-1-(2-fluorophenyl)ethylamino)-5-methyl-4-oxo-4,5-dihydrothiazol-5-yl)benzonitrile), [OH-].[K+] (potassium hydroxide), Cl (HCl). The solvent is CC(C)(C)O (t-BuOH). Conditions: temperature 85 celsius, time 1 hour. The product is FC1=C(C=CC=C1)[C@H](C)NC=1SC(C(N1)=O)(C)C1=CC=C(C(=O)N)C=C1 (4-(2-((S)-1-(2-fluorophenyl)ethylamino)-5-methyl-4-oxo-4,5-dihydrothiazol-5-yl)benzamide). Reaction SMILES: [F:1][C:2]1[CH:7]=[CH:6][CH:5]=[CH:4][C:3]=1[C@@H:8]([NH:10][C:11]1[S:12][C:13]([C:18]2[CH:25]=[CH:24][C:21]([C:22]#[N:23])=[CH:20][CH:19]=2)([CH3:17])[C:14](=[O:16])[N:15]=1)[CH3:9].[OH-:26].[K+].Cl>CC(O)(C)C>[F:1][C:2]1[CH:7]=[CH:6][CH:5]=[CH:4][C:3]=1[C@@H:8]([NH:10][C:11]1[S:12][C:13]([C:18]2[CH:19]=[CH:20][C:21]([C:22]([NH2:23])=[O:26])=[CH:24][CH:25]=2)([CH3:17])[C:14](=[O:16])[N:15]=1)[CH3:9] |f:1.2|. Reported procedure: The mixture of 4-(2-((S)-1-(2-fluorophenyl)ethylamino)-5-methyl-4-oxo-4,5-dihydrothiazol-5-yl)benzonitrile (0.080 g, 0.23 mmol) and potassium hydroxide (VWR, 0.17 g, 2.9 mmol) and t-BuOH (2 mL) was gradually heated to 85° C. The solid gradually dissolved and the mixture became a solution. After 1 h, the reaction was added to 2N HCl until the pH was ca. 7-8. The mixture was extracted three times with CH2Cl2, and the combined organic layers was dried over Na2SO4, filtered, and concentrated in vacu... The reactants are solution, C(CCC)[Li] (n-butyllithium), N1=C(C=CC=C1)C1OCCCS1 (2-(pyrid-2-yl)-1,3-oxathiane), C(=S)=S (carbon disulphide), CI (methyl iodide). Solvent: CCCCCC (hexane), O1CCCC1 (tetrahydrofuran), CN(C)P(=O)(N(C)C)N(C)C (hexamethylphosphorotriamide), O1CCCC1 (tetrahydrofuran), CN(C)P(=O)(N(C)C)N(C)C (hexamethylphosphorotriamide), O1CCCC1 (tetrahydrofuran), CN(C)P(=O)(N(C)C)N(C)C (hexamethylphosphorotriamide), CN(C)P(=O)(N(C)C)N(C)C (hexamethylphosphorotriamide), O1CCCC1 (tetrahydrofuran), C(C)(=O)OCC (ethyl acetate), O (water). Run at temperature -60 celsius, time 15 minute. Yields the product N1=C(C=CC=C1)C1(OCCCS1)C(=S)SC (methyl 2-(pyrid-2-yl)-1,3-oxathiane-2-carbodithioate). Isolated yield 34.0%. RXN SMILES: C([Li])CCC.[N:6]1[CH:11]=[CH:10][CH:9]=[CH:8][C:7]=1[CH:12]1[S:17][CH2:16][CH2:15][CH2:14][O:13]1.[C:18](=[S:20])=[S:19].[CH3:21]I>CCCCCC.CN(P(N(C)C)(N(C)C)=O)C.O1CCCC1.C(OCC)(=O)C.O>[N:6]1[CH:11]=[CH:10][CH:9]=[CH:8][C:7]=1[C:12]1([C:18]([S:20][CH3:21])=[S:19])[S:17][CH2:16][CH2:15][CH2:14][O:13]1. Procedure: A mixture of anhydrous hexamethylphosphorotriamide and anhydrous tetrahydrofuran (47/53 by volume; 153 cc) is added dropwise and in the course of 15 minutes to a 1.6 M solution of n-butyllithium in hexane (212 cc), kept under a nitrogen atmosphere and cooled to a temperature of about -60° C. A solution of 2-(pyrid-2-yl)-1,3-oxathiane (34.4 g) in a mixture of anhydrous hexamethylphosphorotriamide and anhydrous tetrahydrofuran (47/53 by volume; 153 cc) is then added in the course of 25 minutes at ... Starting materials: C1=CC(=CC=C1C(C2=CC=C(C=C2)Cl)(C(Cl)(Cl)Cl)O)Cl (CPCA), C=CC=C (1,3-butadiene). The product is C=CC=C (1,3-butadiene), O1C(C=C)C1 (3,4-epoxy-1-butene). As a reaction SMILES: [CH:1]1[C:6]([C:7]([OH:19])(C(Cl)(Cl)Cl)[C:8]2C=CC(Cl)=CC=2)=[CH:5]C=[C:3](Cl)[CH:2]=1.C=CC=C>>[CH2:6]=[CH:1][CH:2]=[CH2:3].[O:19]1[CH2:8][CH:7]1[CH:6]=[CH2:5]. Reported procedure: CPCA is derived from 1,3-butadiene by a sequence of four reactions. Monoepoxidation of 1,3-butadiene produces 3,4-epoxy-1-butene (EPB) as described in U.S. Pat. Nos. 4,897,498 and 4,950,773. This epoxide is isomerized to 2,5-DHF (U.S. Pat. Nos. 5,082,956 and 5,315,019) which is isomerized to 2,3-DHF (U.S. Pat. Nos. 5,254,701 and 5,536,851). Finally, 2,3-DHF is isomerized to CPCA (C. L. Wilson, J. Amer. Chem. Soc., 69, 3002 (1947) and U.S. Pat. No. 5,502,257). Starting materials: C(=O)(O)[O-].[Na+] (NaHCO3), ClC1=NC=2N3C(C(N(C2C=N1)[C@@H](C)C1=CC=C(C=C1)Cl)=O)COCC3 (2-chloro-5-((S)-1-(4-chlorophenyl)ethyl)-6a,7,9,10-tetrahydro-[1,4]oxazino[3,4-h]pteridin-6(5H)-one), CNC(=O)NC1=CC=C(C=C1)B1OC(C(O1)(C)C)(C)C (1-methyl-3-(4-(4,4,5,5-tetramethyl-1,3,2-dioxaborolan-2-yl)phenyl)urea). Reagents/catalysts: Cl[Pd]Cl.C1(=CC=CC=C1)P([C-]1C=CC=C1)C1=CC=CC=C1.[C-]1(C=CC=C1)P(C1=CC=CC=C1)C1=CC=CC=C1.[Fe+2] ([1,1′-bis(diphenylphosphino)ferrocene]-dichloropalladium(II)). The solvent is O1CCOCC1 (dioxane). Reaction conditions: temperature 120 celsius. Yields the product ClC1=CC=C(C=C1)[C@H](C)N1C=2C=NC(=NC2N2C(C1=O)COCC2)C2=CC=C(C=C2)NC(=O)NC (1-(4-(5-((S)-1-(4-chlorophenyl)ethyl)-6-oxo-5,6,6a,7,9,10-hexahydro-[1,4]oxazino[3,4-h]pteridin-2-yl)phenyl)-3-methylurea). Isolated yield 16.1%. RXN SMILES: Cl[C:2]1[N:11]=[CH:10][C:9]2[N:8]([C@H:12]([C:14]3[CH:19]=[CH:18][C:17]([Cl:20])=[CH:16][CH:15]=3)[CH3:13])[C:7](=[O:21])[CH:6]3[CH2:22][O:23][CH2:24][CH2:25][N:5]3[C:4]=2[N:3]=1.[CH3:26][NH:27][C:28]([NH:30][C:31]1[CH:36]=[CH:35][C:34](B2OC(C)(C)C(C)(C)O2)=[CH:33][CH:32]=1)=[O:29].C([O-])(O)=O.[Na+]>Cl[Pd]Cl.C1(P(C2C=CC=CC=2)[C-]2C=CC=C2)C=CC=CC=1.[C-]1(P(C2C=CC=CC=2)C2C=CC=CC=2)C=CC=C1.[Fe+2].O1CCOCC1>[Cl:20][C:17]1[CH:16]=[CH:15][C:14]([C@@H:12]([N:8]2[C:7](=[O:21])[CH:6]3[CH2:22][O:23][CH2:24][CH2:25][N:5]3[C:4]3[N:3]=[C:2]([C:34]4[CH:33]=[CH:32][C:31]([NH:30][C:28]([NH:27][CH3:26])=[O:29])=[CH:36][CH:35]=4)[N:11]=[CH:10][C:9]2=3)[CH3:13])=[CH:19][CH:18]=1 |f:2.3,4.5.6.7|. Procedure details: To a 2 mL microwave vial were added 2-chloro-5-((S)-1-(4-chlorophenyl)ethyl)-6a,7,9,10-tetrahydro-[1,4]oxazino[3,4-h]pteridin-6(5H)-one (PREPARATION x51, 100 mg, 0.264 mmol), 1-methyl-3-(4-(4,4,5,5-tetramethyl-1,3,2-dioxaborolan-2-yl)phenyl)urea (146 mg, 0.527 mmol) and [1,1′-bis(diphenylphosphino)ferrocene]-dichloropalladium(II) (10.85 mg, 0.013 mmol). After the vial was sealed, dioxane (1.5 mL) and aqueous saturated NaHCO3 (0.38 mL) were added, and the mixture was degassed by bubbling nitrogen... Starting materials: C1=C(C=CC2=CC=CC=C12)C1=C(C=CC=C1)C (2-(2-Naphthyl)toluene), BrN1C(CCC1=O)=O (N-bromo-succinimide). The reagents and catalysts are N(=NC(C#N)(C)C)C(C#N)(C)C (azobisisobutyronitrile). Solvent: ClC(Cl)(Cl)Cl (tetrachloro-methane). The product is C1=C(C=CC2=CC=CC=C12)C1=C(CBr)C=CC=C1 (2-(2-Naphthyl)benzyl bromide). The yield is 78.5%. RXN SMILES: [CH:1]1[C:10]2[C:5](=[CH:6][CH:7]=[CH:8][CH:9]=2)[CH:4]=[CH:3][C:2]=1[C:11]1[CH:16]=[CH:15][CH:14]=[CH:13][C:12]=1[CH3:17].[Br:18]N1C(=O)CCC1=O>ClC(Cl)(Cl)Cl.N(C(C)(C)C#N)=NC(C)(C)C#N>[CH:1]1[C:10]2[C:5](=[CH:6][CH:7]=[CH:8][CH:9]=2)[CH:4]=[CH:3][C:2]=1[C:11]1[CH:16]=[CH:15][CH:14]=[CH:13][C:12]=1[CH2:17][Br:18]. Procedure: 105 g (0.48 mol) of 25 and 90 g (0.5 mol) of N-bromo-succinimide were dissolved in 2000 cm3 of tetrachloro-methane at room temperature, 3 g of azobisisobutyronitrile were added, and the mixture was refluxed for 4 hours. The succinimide which precipitated was filtered off, the solvent was removed in vacuo, and the residue was purified by filtration through 1000 g of silica gel (hexane/methylene chloride 9:1), giving 112 g (79%) of 26 as a colorless lachrymatory oil. Starting materials: [H-].[Na+] (sodium hydride), C(CO)O (ethylene glycol), C(C)(C)(C)C1=CC=C(C=C1)S(=O)(=O)NC1=NC=NC(=C1)Cl (4-tert-butyl-N-(6-chloropyrimidin-4-yl)benzenesulfonamide), Cl (hydrochloric acid). Conditions: temperature 60 celsius, time 20 hour. Yields the product C(C)(C)(C)C1=CC=C(C=C1)S(=O)(=O)NC1=NC=NC(=C1)OCCO (4-tert-butyl-N-{6-(2-hydroxyethoxy)pyrimidin-4-yl}benzenesulfonamide). As a reaction SMILES: [H-].[Na+].[C:3]([C:7]1[CH:12]=[CH:11][C:10]([S:13]([NH:16][C:17]2[CH:22]=[C:21](Cl)[N:20]=[CH:19][N:18]=2)(=[O:15])=[O:14])=[CH:9][CH:8]=1)([CH3:6])([CH3:5])[CH3:4].Cl.[CH2:25]([OH:28])[CH2:26][OH:27]>>[C:3]([C:7]1[CH:12]=[CH:11][C:10]([S:13]([NH:16][C:17]2[CH:22]=[C:21]([O:27][CH2:26][CH2:25][OH:28])[N:20]=[CH:19][N:18]=2)(=[O:15])=[O:14])=[CH:9][CH:8]=1)([CH3:6])([CH3:5])[CH3:4] |f:0.1|. Procedure details: To ethylene glycol (20 ml) is added sodium hydride (60% dispersion-type, 1.03 g), and thereto is added 4-tert-butyl-N-(6-chloropyrimidin-4-yl)benzenesulfonamide (1.66 g). The mixture is stirred at 60° C. for 20 hours. After cooling, the mixture is acidified with 10% hydrochloric acid, and extracted with ethyl acetate. The ethyl acetate layer is washed, dried, and evaporated to remove the solvent. The residue is crystallized from ethyl acetate to give 4-tert-butyl-N-{6-(2-hydroxyethoxy)pyrimidin-... Starting materials: O (water), ( 120 ), C1(=CC=CC=C1)NC1=CC=C(C=C1)C1=CC=C(NC2=CC=CC=C2)C=C1 (N,N′-diphenylbenzidine), FC1=CC=C(C=C1)[N+](=O)[O-] (p-fluoronitrobenzene), [F-].[Cs+] (cesium fluoride). Run in CS(=O)C (DMSO). Run at temperature 100 celsius, time 24 hour. Yields the product C1(=CC=CC=C1)N(C1=CC=C(C=C1)C1=CC=C(C=C1)NC1=CC=CC=C1)C1=CC=C(C=C1)[N+](=O)[O-] (N,N′-diphenyl-N-(4-nitrophenyl)-1,1′-biphenyl-4,4′-diamine). As a reaction SMILES: [C:1]1([NH:7][C:8]2[CH:13]=[CH:12][C:11]([C:14]3[CH:26]=[CH:25][C:17]([NH:18][C:19]4[CH:24]=[CH:23][CH:22]=[CH:21][CH:20]=4)=[CH:16][CH:15]=3)=[CH:10][CH:9]=2)[CH:6]=[CH:5][CH:4]=[CH:3][CH:2]=1.F[C:28]1[CH:33]=[CH:32][C:31]([N+:34]([O-:36])=[O:35])=[CH:30][CH:29]=1.[F-].[Cs+].O>CS(C)=O>[C:19]1([N:18]([C:28]2[CH:33]=[CH:32][C:31]([N+:34]([O-:36])=[O:35])=[CH:30][CH:29]=2)[C:17]2[CH:25]=[CH:26][C:14]([C:11]3[CH:12]=[CH:13][C:8]([NH:7][C:1]4[CH:6]=[CH:5][CH:4]=[CH:3][CH:2]=4)=[CH:9][CH:10]=3)=[CH:15][CH:16]=2)[CH:20]=[CH:21][CH:22]=[CH:23][CH:24]=1 |f:2.3|. Procedure details: One hundred and twenty (120) ml of DMSO as a solvent was added to 10.0 g of N,N′-diphenylbenzidine (29.7 mmol), 8.38 g of p-fluoronitrobenzene (59.4 mmol), and 4.5 g of cesium fluoride (29.7 mmol), and the mixture was stirred in a nitrogen atmosphere at 100° C. for 24 hours. Following reaction, the mixture was poured with stirring into 2500 ml of cold water to obtain crude crystals of N,N′-diphenyl-N-(4-nitrophenyl)-1,1′-biphenyl-4,4′-diamine (NTPD). Subsequently, the mixture was dried for 12 ho...